From a dataset of the Open Reaction Database (ORD), a public repository of structured organic reaction records. describe an organic reaction: reactants, conditions, products, and yield Starting materials: C(C)NC1=CC=CC=C1 (N-ethylaniline), C(=O)(O)CCCOC1=C2CCC(NC2=CC=C1)=O (5-(3-carboxy)propoxy-3,4-dihydrocarbostyril), CN1CCOCC1 (N-methylmorpholine), ClC(=O)OC (methyl chloroformate). Run in O (water), C(Cl)Cl (methylene chloride). Reaction conditions: time 30 minute. Product: C(C)N(C1=CC=CC=C1)C(=O)CCCOC1=C2CCC(NC2=CC=C1)=O (5-[3-(N-ethylanilinocarbonyl)propoxy]-3,4-dihydrocarbostyril). As a reaction SMILES: [C:1]([CH2:4][CH2:5][CH2:6][O:7][C:8]1[CH:17]=[CH:16][CH:15]=[C:14]2[C:9]=1[CH2:10][CH2:11][C:12](=[O:18])[NH:13]2)([OH:3])=O.CN1CCOCC1.ClC(OC)=O.[CH2:31]([NH:33][C:34]1[CH:39]=[CH:38][CH:37]=[CH:36][CH:35]=1)[CH3:32]>O.C(Cl)Cl>[CH2:31]([N:33]([C:1]([CH2:4][CH2:5][CH2:6][O:7][C:8]1[CH:17]=[CH:16][CH:15]=[C:14]2[C:9]=1[CH2:10][CH2:11][C:12](=[O:18])[NH:13]2)=[O:3])[C:34]1[CH:39]=[CH:38][CH:37]=[CH:36][CH:35]=1)[CH3:32]. Reported procedure: 2.5 Grams of 5-(3-carboxy)propoxy-3,4-dihydrocarbostyril and 2.0 ml of N-methylmorpholine are added to 200 ml of methylene chloride, and then 1.0 ml of methyl chloroformate is added dropwise to said solution under external ice cooling and agitation while maintaining the internal temperature at 10°-20° C. After this dropwise addition, the mixture is further agitated at room temperature for 30 minutes and then added with 1.3 ml of N-ethylaniline, followed by additional 4-hour agitation at the same... Reactants: C(C)(C)(C)OC(/C(/CCNCC1=CC(=CC=C1)F)=C/C1=CC(=C(C=C1)N1C=NC(=C1)C)OC)=O ((E)-4-(3-fluorobenzylamino)-2-(3-methoxy-4-(4-methyl-1H-imidazol-1-yl)benzylidene]butyric acid tert-butyl ester), FC(C(=O)O)(F)F (trifluoroacetic acid). Solvent: C(Cl)Cl (methylene chloride). The product is FC=1C=C(CN2C(/C(/CC2)=C/C2=CC(=C(C=C2)N2C=NC(=C2)C)OC)=O)C=CC1 ((E)-1-(3-fluorobenzyl)-3-[3-methoxy-4-(4-methyl-1H-imidazol-1-yl)benzylidene]pyrrolidin-2-one). The yield is 60.8%. RXN SMILES: C([O:5][C:6](=O)/[C:7](=[CH:19]/[C:20]1[CH:25]=[CH:24][C:23]([N:26]2[CH:30]=[C:29]([CH3:31])[N:28]=[CH:27]2)=[C:22]([O:32][CH3:33])[CH:21]=1)/[CH2:8][CH2:9][NH:10][CH2:11][C:12]1[CH:17]=[CH:16][CH:15]=[C:14]([F:18])[CH:13]=1)(C)(C)C.FC(F)(F)C(O)=O>C(Cl)Cl>[F:18][C:14]1[CH:13]=[C:12]([CH:17]=[CH:16][CH:15]=1)[CH2:11][N:10]1[CH2:9][CH2:8]/[C:7](=[CH:19]\[C:20]2[CH:25]=[CH:24][C:23]([N:26]3[CH:30]=[C:29]([CH3:31])[N:28]=[CH:27]3)=[C:22]([O:32][CH3:33])[CH:21]=2)/[C:6]1=[O:5]. Procedure: To a methylene chloride (0.5 mL) solution of (E)-4-(3-fluorobenzylamino)-2-(3-methoxy-4-(4-methyl-1H-imidazol-1-yl)benzylidene]butyric acid tert-butyl ester (4.50 mg), trifluoroacetic acid (500 μL) was added. After agitating reaction solution at room temperature for 1.5 hours and agitating that materials disappeared, reaction solution was concentrated under reduced pressure as it was. The residue was dissolved in DMF (0.5 mL), IPEA (17.0 μL), EDC (5.58 mg), and HOBT (3.93 mg) were added to the r... Reactants: ClC1=NC=NC(=C1Cl)CC (4,5-dichloro-6-ethylpyrimidine), NC1CCC(CC1)C(C(F)(F)F)(C)O (1-amino-4(2-hydroxy-1,1,1-trifluoro-2-propyl)cyclohexane), C([O-])([O-])=O.[K+].[K+] (potassium carbonate). The solvent is CN(C=O)C (dimethylformamide), O.C(C)OCC (water diethyl ether). The product is ClC=1C(=NC=NC1CC)N[C@@H]1CC[C@@H](CC1)C(C(F)(F)F)(C)O (5-Chloro-6-ethyl-4-[cis-4-(2-hydroxy- 1,1,1-trifluoro-2-propyl)cyclohexylamino]pyrimidine). Yield: 39.5%. Reaction SMILES: Cl[C:2]1[C:7]([Cl:8])=[C:6]([CH2:9][CH3:10])[N:5]=[CH:4][N:3]=1.[NH2:11][CH:12]1[CH2:17][CH2:16][CH:15]([C:18]([OH:24])([CH3:23])[C:19]([F:22])([F:21])[F:20])[CH2:14][CH2:13]1.C(=O)([O-])[O-].[K+].[K+]>CN(C)C=O.O.C(OCC)C>[Cl:8][C:7]1[C:2]([NH:11][C@H:12]2[CH2:13][CH2:14][C@@H:15]([C:18]([OH:24])([CH3:23])[C:19]([F:21])([F:22])[F:20])[CH2:16][CH2:17]2)=[N:3][CH:4]=[N:5][C:6]=1[CH2:9][CH3:10] |f:2.3.4,6.7|. Reported procedure: 1.3 g (7.2 mmol) of 4,5-dichloro-6-ethylpyrimidine, 2.7 g (7.2 mmol) of 1-amino-4(2-hydroxy-1,1,1-trifluoro-2-propyl)cyclohexane and 1.5 g (17.1 mmol) of potassium carbonate were stirred in 10 ml of dimethylformamide at from 80° to 90° C. for 6 hours. The solvent was stripped off and the residue was taken up in water/diethyl ether, and the organic phase was washed with water, dried and concentrated. For purification it was chromatographed on silica gel (ethyl acetate). 1.0 g of product was obtai... RXN SMILES: [NH2:1][C@@H:2]([CH2:18][NH2:19])[CH2:3][CH2:4][CH2:5][C:6]1[CH:17]=[CH:16][C:9]([O:10][CH2:11][C@H:12]([OH:15])[CH2:13][OH:14])=[CH:8][CH:7]=1.OC1C=CC(CCC[C@@H](NC(=O)[O-])CNC(=O)OC(C)(C)C)=CC=1.OC1C=CC(CCC[C@H](NC(=O)[O-])CNC(=O)OC(C)(C)C)=CC=1>>[NH2:1][C@H:2]([CH2:18][NH2:19])[CH2:3][CH2:4][CH2:5][C:6]1[CH:17]=[CH:16][C:9]([O:10][CH2:11][C@H:12]([OH:15])[CH2:13][OH:14])=[CH:8][CH:7]=1. The product is N[C@@H](CCCC1=CC=C(OC[C@@H](CO)O)C=C1)CN ((R)-3-[4-((S)-4,5-Diamino-pentyl)-phenoxy]-propane-1,2-diol). The reactants are N[C@H](CCCC1=CC=C(OC[C@@H](CO)O)C=C1)CN ((R)-3-[4-((R)-4,5-Diamino-pentyl)-phenoxy]-propane-1,2-diol), OC1=CC=C(C=C1)CCC[C@@H](CNC(OC(C)(C)C)=O)NC([O-])=O ((S)-tert-butyl 5-(4-hydroxyphenyl)pentane-1,2-diyldicarbamate), OC1=CC=C(C=C1)CCC[C@H](CNC(OC(C)(C)C)=O)NC([O-])=O ((R)-tert-butyl 5-(4-hydroxyphenyl)pentane-1,2-diyldicarbamate), OC1=CC=C(C=C1)CCC[C@@H](CNC(OC(C)(C)C)=O)NC([O-])=O ((S)-tert-butyl 5-(4-hydroxyphenyl)pentane-1,2-diyldicarbamate). Procedure: This compound is prepared analogously to Intermediate O replacing (R)-tert-butyl 5-(4-hydroxyphenyl)pentane-1,2-diyldicarbamate (Intermediate M with (S)-tert-butyl 5-(4-hydroxyphenyl)pentane-1,2-diyldicarbamate (Intermediate N); [M+H}+ 269 The reactants are N#CC1(NC(=O)C2CC(S(=O)(=O)c3ccccc3Cl)CN2)CC1, CCOC(=O)Cl, Cl. The product is CCOC(=O)N1CC(S(=O)(=O)c2ccccc2Cl)CC1C(=O)NC1(C#N)CC1. As a reaction SMILES: [C:2](#[N:3])[C:4]1([NH:7][C:8](=[O:9])[CH:10]2[NH:11][CH2:12][CH:13]([S:15](=[O:16])(=[O:17])[c:18]3[c:19]([Cl:24])[cH:20][cH:21][cH:22][cH:23]3)[CH2:14]2)[CH2:5][CH2:6]1.[Cl:25][C:26](=[O:27])[O:28][CH2:29][CH3:30].[ClH:1]>>[C:2](#[N:3])[C:4]1([NH:7][C:8](=[O:9])[CH:10]2[N:11]([C:26](=[O:27])[O:28][CH2:29][CH3:30])[CH2:12][CH:13]([S:15](=[O:16])(=[O:17])[c:18]3[c:19]([Cl:24])[cH:20][cH:21][cH:22][cH:23]3)[CH2:14]2)[CH2:5][CH2:6]1.